describe an organic reaction: reactants, conditions, products, and yield From a dataset of the Open Reaction Database (ORD), a public repository of structured organic reaction records. Reactants: Cl.C1(=CC=CC=C1)N1CCN(CC1)CCCCN1C(C2=CC=CC=3C2=C(C1=O)C=CC3)=O (2-[4-(4-Phenyl-1-piperazinyl)butyl]-1H-benz[de]isoquinoline-1,3(2H)-dione, hydrochloride), BrCCCCCBr (1,5-dibromopentane), BrCCCCBr (1,4-dibromobutane). Yields the product BrCCCCCN1C(C2=CC=CC=3C2=C(C1=O)C=CC3)=O (2-(5-bromopentyl)-1H-benz[de]isoquinoline-1,3(2H)-dione). RXN SMILES: Cl.C1(N2CCN([CH2:14][CH2:15][CH2:16][CH2:17][N:18]3[C:27](=[O:28])[C:26]4[CH:29]=[CH:30][CH:31]=[C:24]5[C:25]=4[C:20](=[CH:21][CH:22]=[CH:23]5)[C:19]3=[O:32])CC2)C=CC=CC=1.[Br:33][CH2:34]CCCCBr.BrCCCCBr>>[Br:33][CH2:34][CH2:14][CH2:15][CH2:16][CH2:17][N:18]1[C:27](=[O:28])[C:26]2[CH:29]=[CH:30][CH:31]=[C:24]3[C:25]=2[C:20](=[CH:21][CH:22]=[CH:23]3)[C:19]1=[O:32] |f:0.1|. Procedure: Following the procedure of part (a) of example 34 but substituting 1,5-dibromopentane for the 1,4-dibromobutane, one obtains 2-(5-bromopentyl)-1H-benz[de]isoquinoline-1,3(2H)-dione; m.p. 113°-115°.